From a dataset of the Open Reaction Database (ORD), a public repository of structured organic reaction records. describe an organic reaction: reactants, conditions, products, and yield The reactants are C(C)(C)(C)OC(N[C@H]1CNCCCC1)=O ((R)-tert-Butyl-azepan-3-ylcarbamate), CCN(C(C)C)C(C)C (DIEA), CN(C(=O)Cl)C (Dimethylcarbamoyl chloride), CN(C(=O)Cl)C (dimethylcarbamoyl chloride), CCN(C(C)C)C(C)C (DIEA). The solvent is O (water), CN(C)C=O (DMF), CN(C)C=O (DMF). Reaction conditions: time 1 hour. Yields the product N[C@H]1CN(CCCC1)C(=O)N(C)C ((R)-3-amino-N,N-dimethylazepane-1-carboxamide). The yield is 92.3%. RXN SMILES: C(OC(=O)[NH:7][C@@H:8]1[CH2:14][CH2:13][CH2:12][CH2:11][NH:10][CH2:9]1)(C)(C)C.CCN(C(C)C)C(C)C.[CH3:25][N:26]([CH3:30])[C:27](Cl)=[O:28]>CN(C=O)C.O>[NH2:7][C@@H:8]1[CH2:14][CH2:13][CH2:12][CH2:11][N:10]([C:27]([N:26]([CH3:30])[CH3:25])=[O:28])[CH2:9]1. Procedure details: (R)-tert-Butyl-azepan-3-ylcarbamate (250 mg, 1.17 mmol) was dissolved in DMF (0.5 mL), and DIEA (0.41 mL, 2.3 mmol). Dimethylcarbamoyl chloride (0.16 mL, 1.8 mmol) was then added and the reaction was stirred at RT for 1 hour. An additional aliquot of dimethylcarbamoyl chloride (0.16 mL, 1.8 mmol), DIEA (0.41 mL, 2.3 mmol), and DMF (0.5 mL) were added and the reaction was stirred for 6 hours. The solution was diluted with water (1 mL) and the solvents were removed under reduced pressure. The resi... Reactants: CC(C)(C)n1nc(CCC=O)cc1-c1ccccc1, Cc1cccc(N2CCNCC2)c1C, CCN(C(C)C)C(C)C. Product: Cc1cccc(N2CCN(CCCc3cc(-c4ccccc4)n(C(C)(C)C)n3)CC2)c1C. RXN SMILES: [C:1]([CH3:2])([CH3:3])([CH3:4])[n:5]1[n:6][c:7]([CH2:16][CH2:17][CH:18]=[O:19])[cH:8][c:9]1-[c:10]1[cH:11][cH:12][cH:13][cH:14][cH:15]1.[CH3:20][c:21]1[c:22]([N:28]2[CH2:29][CH2:30][NH:31][CH2:32][CH2:33]2)[cH:23][cH:24][cH:25][c:26]1[CH3:27].[CH:34]([N:35]([CH2:36][CH3:37])[CH:38]([CH3:39])[CH3:40])([CH3:41])[CH3:42]>>[C:1]([CH3:2])([CH3:3])([CH3:4])[n:5]1[n:6][c:7]([CH2:16][CH2:17][CH2:18][N:31]2[CH2:30][CH2:29][N:28]([c:22]3[c:21]([CH3:20])[c:26]([CH3:27])[cH:25][cH:24][cH:23]3)[CH2:33][CH2:32]2)[cH:8][c:9]1-[c:10]1[cH:11][cH:12][cH:13][cH:14][cH:15]1. Starting materials: CS(=O)(=O)OCCNc1nonc1-c1noc(=O)n1Cc1cc(Br)co1, CN(C)C=O, [N-]=[N+]=[N-], [Na+], O. The product is [N-]=[N+]=NCCNc1nonc1-c1noc(=O)n1Cc1cc(Br)co1. Reaction SMILES: [CH3:1][S:2]([O:3][CH2:6][CH2:7][NH:8][c:9]1[n:10][o:11][n:12][c:13]1-[c:14]1[n:15][o:16][c:17](=[O:26])[n:18]1[CH2:19][c:20]1[o:21][cH:22][c:23]([Br:25])[cH:24]1)(=[O:4])=[O:5].[CH3:32][N:33]([CH3:34])[CH:35]=[O:36].[N-:28]=[N+:29]=[N-:30].[Na+:27].[OH2:31]>>[CH2:6]([CH2:7][NH:8][c:9]1[n:10][o:11][n:12][c:13]1-[c:14]1[n:15][o:16][c:17](=[O:26])[n:18]1[CH2:19][c:20]1[o:21][cH:22][c:23]([Br:25])[cH:24]1)[N:28]=[N+:29]=[N-:30]. Starting materials: C1(=CC=CC=C1)C1=NOC2(C1)CCC(CC2)C(=O)O (3-Phenyl-1-oxa-2-azaspiro[4.5]dec-2-ene-8-carboxylic acid), C(C)N(C(C)C)C(C)C (N-ethyldiisopropylamine), O.ON1N=NC2=C1C=CC=C2 (1-hydroxybenzotriazole hydrate), F[B-](F)(F)F.N1(N=NC2=C1C=CC=C2)OC(=[N+](C)C)N(C)C (O-(benzotriazol-1-yl)-N,N,N′,N′-tetramethyluronium tetrafluoroborate), NCC1=CC(=C(C=C1)NS(=O)(=O)C)F (N-(4-aminomethyl-2-fluorophenyl)methanesulphonamide). Run in C1CCOC1 (THF). Conditions: time 8 hour. Yields the product desired product, FC=1C=C(CNC(=O)C2CCC3(CC(=NO3)C3=CC=CC=C3)CC2)C=CC1NS(=O)(=O)C (3-phenyl-1-oxa-2-azaspiro[4.5]dec-2-ene-8-carboxylic acid-3-fluoro-4-methanesulphonylaminobenzylamide). Reaction SMILES: [C:1]1([C:7]2[CH2:11][C:10]3([CH2:16][CH2:15][CH:14]([C:17]([OH:19])=O)[CH2:13][CH2:12]3)[O:9][N:8]=2)[CH:6]=[CH:5][CH:4]=[CH:3][CH:2]=1.C(N(C(C)C)C(C)C)C.O.ON1C2C=CC=CC=2N=N1.F[B-](F)(F)F.N1(OC(N(C)C)=[N+](C)C)C2C=CC=CC=2N=N1.[NH2:62][CH2:63][C:64]1[CH:69]=[CH:68][C:67]([NH:70][S:71]([CH3:74])(=[O:73])=[O:72])=[C:66]([F:75])[CH:65]=1>C1COCC1>[F:75][C:66]1[CH:65]=[C:64]([CH:69]=[CH:68][C:67]=1[NH:70][S:71]([CH3:74])(=[O:73])=[O:72])[CH2:63][NH:62][C:17]([CH:14]1[CH2:13][CH2:12][C:10]2([O:9][N:8]=[C:7]([C:1]3[CH:2]=[CH:3][CH:4]=[CH:5][CH:6]=3)[CH2:11]2)[CH2:16][CH2:15]1)=[O:19] |f:2.3,4.5|. Procedure: 3-Phenyl-1-oxa-2-azaspiro[4.5]dec-2-ene-8-carboxylic acid (400 mg, 1.54 mmol) was slowly added to a solution of N-ethyldiisopropylamine (662 g, 4.6 mmol), 1-hydroxybenzotriazole hydrate (206 mg, 1.54 mmol), O-(benzotriazol-1-yl)-N,N,N′,N′-tetramethyluronium tetrafluoroborate (496 mg, 1.54 mmol) and N-(4-aminomethyl-2-fluorophenyl)methanesulphonamide (336 mg, 1.54 mmol) in abs. THF (11 ml). The reaction mixture was stirred overnight and the solvent removed under vacuum. The residue was taken up i... Reactants: COCCOc1cc(NC(=O)OC(C)(C)C)c(NC(=O)CC(=O)c2cccc(-c3cc(C)nc(C)c3)c2)cc1C(F)(F)F, ClCCl, O=C(O)C(F)(F)F. Product: COCCOc1cc2c(cc1C(F)(F)F)NC(=O)CC(c1cccc(-c3cc(C)nc(C)c3)c1)=N2. As a reaction SMILES: [C:1]([O:2][C:3](=[O:4])[NH:7][c:8]1[c:9]([NH:23][C:24]([CH2:25][C:26](=[O:5])[c:28]2[cH:29][c:30](-[c:34]3[cH:35][c:36]([CH3:41])[n:37][c:38]([CH3:40])[cH:39]3)[cH:31][cH:32][cH:33]2)=[O:42])[cH:10][c:11]([C:19]([F:20])([F:21])[F:22])[c:12]([O:14][CH2:15][CH2:16][O:17][CH3:18])[cH:13]1)([CH3:6])([CH3:27])[CH3:43].[Cl:51][CH2:52][Cl:53].[F:44][C:45]([F:46])([F:47])[C:48]([OH:49])=[O:50]>>[N:7]1=[C:26]([c:28]2[cH:29][c:30](-[c:34]3[cH:35][c:36]([CH3:41])[n:37][c:38]([CH3:40])[cH:39]3)[cH:31][cH:32][cH:33]2)[CH2:25][C:24](=[O:42])[NH:23][c:9]2[c:8]1[cH:13][c:12]([O:14][CH2:15][CH2:16][O:17][CH3:18])[c:11]([C:19]([F:20])([F:21])[F:22])[cH:10]2. RXN SMILES: [N:1]1[CH:6]=[CH:5][CH:4]=[CH:3][C:2]=1[CH:7]=O.[NH2:9][CH:10]([P:19](=[O:26])([O:23][CH2:24][CH3:25])[O:20][CH2:21][CH3:22])[P:11](=[O:18])([O:15][CH2:16][CH3:17])[O:12][CH2:13][CH3:14].C1(C)C=CC(S(O)(=O)=O)=CC=1>C1(C)C=CC=CC=1>[N:1]1[CH:6]=[CH:5][CH:4]=[CH:3][C:2]=1[CH2:7][NH:9][CH:10]([P:11](=[O:18])([O:12][CH2:13][CH3:14])[O:15][CH2:16][CH3:17])[P:19](=[O:26])([O:23][CH2:24][CH3:25])[O:20][CH2:21][CH3:22]. Reactants: N1=C(C=CC=C1)C=O (2-pyridinecarboxaldehyde), NC(P(OCC)(OCC)=O)P(OCC)(OCC)=O (tetraethyl aminomethylenediphosphonate), C1(=CC=C(C=C1)S(=O)(=O)O)C (p-toluenesulfonic acid). Run in C1(=CC=CC=C1)C (toluene). Procedure: A mixture of 2-pyridinecarboxaldehyde (1.23 g, 11.5 mmol), tetraethyl aminomethylenediphosphonate (3.0 g, 9.9 mmol) and a catalytic amount of p-toluenesulfonic acid dissolved in 10 ml toluene was heated to reflux for 7 h. Toluene was evaporated and the residue dissolved in ethanol was submitted for 12 h to catalytic hydrogenation with 10% palladium on charcoal. Ethanol was evaporated and the title compound was obtained as an oil (1.30 g, 33%) by column chromatography (silica gel, CH2Cl2/MeOH 9/1... Isolated yield 33.0%. Run at time 12 hour. Product: N1=C(C=CC=C1)CNC(P(OCC)(OCC)=O)P(OCC)(OCC)=O (Tetraethyl N-(2-pyridylmethyl)aminomethylenediphosphonate), oil. The reactants are FC1=C(CBr)C=CC=C1 (2-Fluoro-benzyl bromide), [Zn] (zinc), BrCCBr (1,2-dibromoethane). Run in C1CCOC1 (THF). Product: [Br-].FC1=C(C[Zn+])C=CC=C1 (2-Fluoro-benzylzinc bromide). As a reaction SMILES: [F:1][C:2]1[CH:9]=[CH:8][CH:7]=[CH:6][C:3]=1[CH2:4][Br:5].[Zn:10].BrCCBr>C1COCC1>[Br-:5].[F:1][C:2]1[CH:9]=[CH:8][CH:7]=[CH:6][C:3]=1[CH2:4][Zn+:10] |f:4.5|. Procedure: 2-Fluoro-benzyl bromide (1 g, 5.29 mmol), zinc (0.380 g, 5.82 mmol) and 1,2-dibromoethane (0.050 mL, 0.58 mmol) were mixed in THF (10 mL) and heated to reflux overnight. After cooling a solution of the title compound was obtained that was used directly and immediately in the next step.